Task: describe an organic reaction: reactants, conditions, products, and yield. Dataset: the Open Reaction Database (ORD), a public repository of structured organic reaction records The reactants are O=c1[nH]nc(Cl)c2cc(Br)ccc12, CC(C)(C)[O-], CCOC(C)=O, NCc1cccc(F)c1F, [Na+], O=C(C=Cc1ccccc1)C=Cc1ccccc1, O=C(C=Cc1ccccc1)C=Cc1ccccc1, O=C(C=Cc1ccccc1)C=Cc1ccccc1, [Pd], [Pd]. Product: O=c1[nH]nc(Cl)c2cc(NCc3cccc(F)c3F)ccc12. RXN SMILES: [Br:1][c:2]1[cH:3][c:4]2[c:5]([Cl:13])[n:6][nH:7][c:8](=[O:12])[c:9]2[cH:10][cH:11]1.[CH3:24][C:25]([CH3:26])([O-:27])[CH3:28].[CH3:30][CH2:31][O:32][C:33]([CH3:34])=[O:35].[F:14][c:15]1[c:16]([CH2:17][NH2:18])[cH:19][cH:20][cH:21][c:22]1[F:23].[Na+:29].[O:38]=[C:39]([CH:40]=[CH:41][c:42]1[cH:43][cH:44][cH:45][cH:46][cH:47]1)[CH:48]=[CH:49][c:50]1[cH:51][cH:52][cH:53][cH:54][cH:55]1.[O:56]=[C:57]([CH:58]=[CH:59][c:60]1[cH:61][cH:62][cH:63][cH:64][cH:65]1)[CH:66]=[CH:67][c:68]1[cH:69][cH:70][cH:71][cH:72][cH:73]1.[O:74]=[C:75]([CH:76]=[CH:77][c:78]1[cH:79][cH:80][cH:81][cH:82][cH:83]1)[CH:84]=[CH:85][c:86]1[cH:87][cH:88][cH:89][cH:90][cH:91]1.[Pd:36].[Pd:37]>>[c:2]1([NH:18][CH2:17][c:16]2[c:15]([F:14])[c:22]([F:23])[cH:21][cH:20][cH:19]2)[cH:3][c:4]2[c:5]([Cl:13])[n:6][nH:7][c:8](=[O:12])[c:9]2[cH:10][cH:11]1. Reactants: [Al+3], COc1ccc(C(=O)Cl)cc1, Cc1c[nH]c(=O)[nH]1, [Cl-], [Cl-], [Cl-], O=[N+]([O-])c1ccccc1. The product is COc1ccc(C(=O)c2[nH]c(=O)[nH]c2C)cc1. Reaction SMILES: [Al+3:9].[CH3:12][O:13][c:14]1[cH:15][cH:16][c:17]([C:18](=[O:19])[Cl:20])[cH:21][cH:22]1.[CH3:1][c:2]1[nH:3][c:4](=[O:7])[nH:5][cH:6]1.[Cl-:10].[Cl-:11].[Cl-:8].[O-:23][N+:24]([c:25]1[cH:26][cH:27][cH:28][cH:29][cH:30]1)=[O:31]>>[CH3:1][c:2]1[nH:3][c:4](=[O:7])[nH:5][c:6]1[C:18]([c:17]1[cH:16][cH:15][c:14]([O:13][CH3:12])[cH:22][cH:21]1)=[O:19]. The reactants are FC=1C(=C(C(=O)NN)C=CC1F)NC1=C(C=C(C=C1)I)C (3,4-Difluoro-2-(4-iodo-2-methyl-phenylamino)-benzoic acid hydrazide), layer, Cl (HCl), C(=S)=S (Carbon disulfide), [OH-].[K+] (KOH). Solvent: O (Water), CCOC(=O)C (EtOAc), CCO (EtOH). Conditions: temperature 0 celsius, time 1 hour. The product is FC=1C(=C(C=CC1F)C1=NN=C(O1)S)NC1=C(C=C(C=C1)I)C (5-[3,4-Difluoro-2-(4-iodo-2-methyl-phenylamino)-phenyl]-[1,3,4]oxadiazole-2-thiol). Isolated yield 51.3%. As a reaction SMILES: [F:1][C:2]1[C:3]([NH:13][C:14]2[CH:19]=[CH:18][C:17]([I:20])=[CH:16][C:15]=2[CH3:21])=[C:4]([CH:9]=[CH:10][C:11]=1[F:12])[C:5]([NH:7][NH2:8])=[O:6].[C:22](=S)=[S:23].[OH-].[K+].Cl>CCO.CCOC(C)=O.O>[F:1][C:2]1[C:3]([NH:13][C:14]2[CH:19]=[CH:18][C:17]([I:20])=[CH:16][C:15]=2[CH3:21])=[C:4]([C:5]2[O:6][C:22]([SH:23])=[N:8][N:7]=2)[CH:9]=[CH:10][C:11]=1[F:12] |f:2.3|. Reported procedure: 3,4-Difluoro-2-(4-iodo-2-methyl-phenylamino)-benzoic acid hydrazide (170 mg, 0.42 mmol) was suspended in 7 mL of absolute EtOH and cooled to 0° C. Carbon disulfide (74 mg, 0.97 mmol) was added followed by 24 mg (0.42 mmol) of powdered KOH. The reaction was stirred for 1 h at 0° C., 1 h at rt, and refluxed for 3 h to afford a homogeneous reaction. The reaction was cooled to rt. at which point a ppt formed. Water was added and the reaction diluted with 5 mL of EtOAc. 1N HCl was added to acidify th... The reactants are OC1=C(C(N(C2=NC=CC=C12)C1=CC=CC=C1)=O)C(CCC1=CC(=CC=C1)C#N)=O (4-hydroxy-3-[1-oxo-3-(3-cyanophenyl)propyl]-1-phenyl-1,8-naphthyridin-2 (1H)-one), O.NN (hydrazine monohydrate). Run in CN(C)C=O (DMF). The product is C(#N)C=1C=C(C=CC1)CCC1=NNC2=C1C(N(C=1N=CC=CC21)C2=CC=CC=C2)=O (3-[2-(3-cyanophenyl)ethyl]-5-phenyl-1H-pyrazolo[4,3-c][1,8]naphthyridin-4 (5H)-one). Yield: 93.2%. Reaction SMILES: O[C:2]1[C:11]2[C:6](=[N:7][CH:8]=[CH:9][CH:10]=2)[N:5]([C:12]2[CH:17]=[CH:16][CH:15]=[CH:14][CH:13]=2)[C:4](=[O:18])[C:3]=1[C:19](=O)[CH2:20][CH2:21][C:22]1[CH:27]=[CH:26][CH:25]=[C:24]([C:28]#[N:29])[CH:23]=1.O.[NH2:32][NH2:33]>CN(C=O)C>[C:28]([C:24]1[CH:23]=[C:22]([CH2:21][CH2:20][C:19]2[C:3]3[C:4](=[O:18])[N:5]([C:12]4[CH:17]=[CH:16][CH:15]=[CH:14][CH:13]=4)[C:6]4[N:7]=[CH:8][CH:9]=[CH:10][C:11]=4[C:2]=3[NH:33][N:32]=2)[CH:27]=[CH:26][CH:25]=1)#[N:29] |f:1.2|. Procedure: To a suspension of 4-hydroxy-3-[1-oxo-3-(3-cyanophenyl)propyl]-1-phenyl-1,8-naphthyridin-2 (1H)-one (495 mg, 1.25 mmol, prepared in Synthetic Example 12) in DMF (12 ml) was added hydrazine monohydrate (80%, 148 μl, 3.69 mmol, 3.0 eq.), and the mixture was treated in the same manner as in Example 16 to give 3-[2-(3-cyanophenyl)ethyl]-5-phenyl-1H-pyrazolo[4,3-c][1,8]naphthyridin-4 (5H)-one (456 mg, 93%).